Task: describe an organic reaction: reactants, conditions, products, and yield. Dataset: the Open Reaction Database (ORD), a public repository of structured organic reaction records RXN SMILES: [CH3:1][N:2]1[CH2:7][CH2:6][N:5]([C:8]([C:10]2[CH:15]=[C:14]([OH:16])[C:13]([OH:17])=[CH:12][N:11]=2)=[O:9])[CH2:4][CH2:3]1.C(C(CCCC)C([O-])=O)C.[Na+].FC(F)(F)C(O)=O.[NH2:36][C:37]1[S:41][N:40]=[C:39]([C:42](=[N:60][O:61][CH2:62][CH:63]=[CH2:64])[C:43]([NH:45][C@@H:46]2[C:58](=[O:59])[N:48]3[C:49]([C:55]([OH:57])=[O:56])=[C:50]([CH2:53]Cl)[CH2:51][S:52][C@H:47]23)=[O:44])[N:38]=1.C(OCC)(=O)C>CS(C)=O>[NH2:36][C:37]1[S:41][N:40]=[C:39]([C:42](=[N:60][O:61][CH2:62][CH:63]=[CH2:64])[C:43]([NH:45][C@@H:46]2[C:58](=[O:59])[N:48]3[C:49]([C:55]([O-:57])=[O:56])=[C:50]([CH2:53][N+:2]4([CH3:1])[CH2:7][CH2:6][N:5]([C:8]([C:10]5[CH:15]=[C:14]([OH:16])[C:13]([OH:17])=[CH:12][N:11]=5)=[O:9])[CH2:4][CH2:3]4)[CH2:51][S:52][C@H:47]23)=[O:44])[N:38]=1 |f:1.2,3.4|. Reactants: FC(C(=O)O)(F)F.NC1=NC(=NS1)C(C(=O)N[C@H]1[C@@H]2N(C(=C(CS2)CCl)C(=O)O)C1=O)=NOCC=C (7β-[2-(5-amino-1,2,4-thiadiazol-3-yl)-2-allyloxyiminoacetamido]-3-chloromethyl-3-cephem-4-carboxylate trifluoroacetate), C(C)(=O)OCC (ethyl acetate), CN1CCN(CC1)C(=O)C1=NC=C(C(=C1)O)O (1-methyl-4-(4,5-dihydroxy-2-pyridylcarbonyl)piperazine), C(C)C(C(=O)[O-])CCCC.[Na+] (sodium 2-ethylhexanoate). The solvent is CS(=O)C (dimethyl sulfoxide), CS(=O)C (dimethyl sulfoxide). The product is NC1=NC(=NS1)C(C(=O)N[C@H]1[C@@H]2N(C(=C(CS2)C[N+]2(CCN(CC2)C(=O)C2=NC=C(C(=C2)O)O)C)C(=O)[O-])C1=O)=NOCC=C (7β-[2-(5-amino-1,2,4-thiadiazol-3-yl)-2-allyloxyiminoacetamido]-3-[1-methyl-4-(4,5-dihydroxy-2-pyridylcarbonyl)-1-piperazinio]methyl-3-cephem-4-carboxylate). Procedure details: To a suspension of 1-methyl-4-(4,5-dihydroxy-2-pyridylcarbonyl)piperazine (800 mg) in dimethyl sulfoxide (8 ml) was added sodium 2-ethylhexanoate (840 mg). The solution was added dropwise a solution of 7β-[2-(5-amino-1,2,4-thiadiazol-3-yl)-2-allyloxyiminoacetamido]-3-chloromethyl-3-cephem-4-carboxylate trifluoroacetate (syn isomer) (965 mg) in dimethyl sulfoxide (7 ml) at room temperature. After being stirred for 4 hours, the mixture was poured into ethyl acetate (200 ml) and the resulting preci... Reaction conditions: time 4 hour. The yield is 34.2%.